From a dataset of the Open Reaction Database (ORD), a public repository of structured organic reaction records. describe an organic reaction: reactants, conditions, products, and yield Reactants: BrC=C(C)C=1C=CC(=NC1)C (5-(1-Bromoprop-1-en-2-yl)-2-methylpyridine), ClC1=CC=CC=2C3=C(NC12)CCN(C3)C (6-Chloro-2-methyl-2,3,4,5-tetrahydro-1H-pyrido[4,3-b]indole), N1[C@H](C(=O)O)CCC1 (L-proline), P(=O)([O-])([O-])[O-].[K+].[K+].[K+] (potassium phosphate). The reagents and catalysts are [Cu]I (Copper (I) iodide). Run in CN(C)C=O (DMF). Conditions: time 10 minute. Yields the product ClC1=CC=CC=2C3=C(N(C12)\C=C(/C)\C=1C=NC(=CC1)C)CCN(C3)C ((E)-6-chloro-2-methyl-5-(2-(6-methylpyridin-3-yl)prop-1-enyl)-2,3,4,5-tetrahydro-1H-pyrido[4,3-b]indole). RXN SMILES: [Cl:1][C:2]1[C:10]2[NH:9][C:8]3[CH2:11][CH2:12][N:13]([CH3:15])[CH2:14][C:7]=3[C:6]=2[CH:5]=[CH:4][CH:3]=1.N1CCC[C@H]1C(O)=O.P([O-])([O-])([O-])=O.[K+].[K+].[K+].Br[CH:33]=[C:34]([C:36]1[CH:37]=[CH:38][C:39]([CH3:42])=[N:40][CH:41]=1)[CH3:35]>CN(C=O)C.[Cu]I>[Cl:1][C:2]1[C:10]2[N:9](/[CH:33]=[C:34](/[C:36]3[CH:41]=[N:40][C:39]([CH3:42])=[CH:38][CH:37]=3)\[CH3:35])[C:8]3[CH2:11][CH2:12][N:13]([CH3:15])[CH2:14][C:7]=3[C:6]=2[CH:5]=[CH:4][CH:3]=1 |f:2.3.4.5|. Procedure details: 6-Chloro-2-methyl-2,3,4,5-tetrahydro-1H-pyrido[4,3-b]indole (203 mg, 0.8 mmol) was dissolved in DMF (5 mL). Copper (I) iodide (19 mg, 0.10 mmol), L-proline (23 mg, 0.20 mmol) and potassium phosphate (424 mg, 2 mmol) were added and the reaction mixture was stirred for 10 min. at RT. 5-(1-Bromoprop-1-en-2-yl)-2-methylpyridine (212 mg, 1 mmol) was added dropwise and the reaction mixture was purged with nitrogen. The reaction mixture was heated overnight at 80° C. (prolonged heating in some cases wa... The reactants are ClCCl, O=C(Cl)c1ccc(Cl)c(Cl)c1, Cl, Cl, [Na+], [OH-], NCCCCn1ccnc1. Yields the product O=C(NCCCCn1ccnc1)c1ccc(Cl)c(Cl)c1. RXN SMILES: [CH2:26]([Cl:27])[Cl:28].[Cl:1][c:2]1[cH:3][c:4]([C:5](=[O:6])[Cl:7])[cH:8][cH:9][c:10]1[Cl:11].[ClH:12].[ClH:13].[Na+:25].[OH-:24].[n:14]1([CH2:19][CH2:20][CH2:21][CH2:22][NH2:23])[cH:15][n:16][cH:17][cH:18]1>>[Cl:1][c:2]1[cH:3][c:4]([C:5](=[O:6])[NH:23][CH2:22][CH2:21][CH2:20][CH2:19][n:14]2[cH:15][n:16][cH:17][cH:18]2)[cH:8][cH:9][c:10]1[Cl:11]. Starting materials: CCOC(C)=O, CCOC(=O)C(C)NC(C)C, COC(=O)c1cnc(Cl)c([N+](=O)[O-])c1. Yields the product CCOC(=O)C(C)N(c1ncc(C(=O)OC)cc1[N+](=O)[O-])C(C)C. As a reaction SMILES: [CH3:26][CH2:27][O:28][C:29]([CH3:30])=[O:31].[CH:1]([CH3:2])([CH3:3])[NH:4][CH:5]([C:6](=[O:7])[O:8][CH2:9][CH3:10])[CH3:11].[Cl:12][c:13]1[n:14][cH:15][c:16]([C:17](=[O:18])[O:19][CH3:20])[cH:21][c:22]1[N+:23](=[O:24])[O-:25]>>[CH:1]([CH3:2])([CH3:3])[N:4]([CH:5]([C:6](=[O:7])[O:8][CH2:9][CH3:10])[CH3:11])[c:13]1[n:14][cH:15][c:16]([C:17](=[O:18])[O:19][CH3:20])[cH:21][c:22]1[N+:23](=[O:24])[O-:25].